From a dataset of the Open Reaction Database (ORD), a public repository of structured organic reaction records. describe an organic reaction: reactants, conditions, products, and yield Reactants: COC(=O)C1(NC(=O)OC(C)(C)C)CCc2cccc(O)c2C1, CCOC(C)=O, CCCCCC, CSC, Br[Cu]Br, [H-], C=CCOC(=O)c1ccccc1I, [Na+], c1ccncc1. Yields the product C=CCOC(=O)c1ccccc1Oc1cccc2c1CC(NC(=O)OC(C)(C)C)(C(=O)OC)CC2. RXN SMILES: [C:1]([CH3:2])([CH3:3])([CH3:4])[O:5][C:6](=[O:7])[NH:8][C:9]1([C:20](=[O:21])[O:22][CH3:23])[CH2:10][c:11]2[c:12]([OH:19])[cH:13][cH:14][cH:15][c:16]2[CH2:17][CH2:18]1.[C:45]([O:46][CH2:47][CH3:48])(=[O:49])[CH3:50].[CH3:39][CH2:40][CH2:41][CH2:42][CH2:43][CH3:44].[CH3:57][S:58][CH3:59].[Cu:60]([Br:61])[Br:62].[H-:24].[I:26][c:27]1[c:28]([C:29](=[O:30])[O:31][CH2:32][CH:33]=[CH2:34])[cH:35][cH:36][cH:37][cH:38]1.[Na+:25].[cH:51]1[cH:52][cH:53][n:54][cH:55][cH:56]1>>[C:1]([CH3:2])([CH3:3])([CH3:4])[O:5][C:6](=[O:7])[NH:8][C:9]1([C:20](=[O:21])[O:22][CH3:23])[CH2:10][c:11]2[c:12]([O:19][c:27]3[c:28]([C:29](=[O:30])[O:31][CH2:32][CH:33]=[CH2:34])[cH:35][cH:36][cH:37][cH:38]3)[cH:13][cH:14][cH:15][c:16]2[CH2:17][CH2:18]1.